This data is from the Open Reaction Database (ORD), a public repository of structured organic reaction records. The task is: describe an organic reaction: reactants, conditions, products, and yield Starting materials: O=C1CCC1, CC(=O)O[BH-](OC(C)=O)OC(C)=O, CC(=O)O, CO, ClCCl, [Na+], CS(=O)(=O)Nc1ccc(-n2cc3c(n2)CCNCC3)cc1. Product: CS(=O)(=O)Nc1ccc(-n2cc3c(n2)CCN(C2CCC2)CC3)cc1. RXN SMILES: [C:22]1(=[O:26])[CH2:23][CH2:24][CH2:25]1.[C:31]([O:32][BH-:33]([O:34][C:35](=[O:36])[CH3:37])[O:38][C:39](=[O:40])[CH3:41])(=[O:42])[CH3:43].[CH3:27][C:28](=[O:29])[OH:30].[CH3:48][OH:49].[Cl:45][CH2:46][Cl:47].[Na+:44].[n:1]1[n:2](-[c:11]2[cH:12][cH:13][c:14]([NH:17][S:18](=[O:19])(=[O:20])[CH3:21])[cH:15][cH:16]2)[cH:3][c:4]2[c:5]1[CH2:6][CH2:7][NH:8][CH2:9][CH2:10]2>>[n:1]1[n:2](-[c:11]2[cH:12][cH:13][c:14]([NH:17][S:18](=[O:19])(=[O:20])[CH3:21])[cH:15][cH:16]2)[cH:3][c:4]2[c:5]1[CH2:6][CH2:7][N:8]([CH:22]1[CH2:23][CH2:24][CH2:25]1)[CH2:9][CH2:10]2. The reactants are BrC=1C=CC2=C(C=CS2)C1 (5-bromobenzothiophene), C1(CCCCC1)P(C1=C(C=CC=C1)C1=C(C=C(C=C1C(C)C)C(C)C)C(C)C)C1CCCCC1 (2-dicyclohexylphosphino-2′,4′,6′-triisopropylbiphenyl), C1(CCCCC1)P(C1=C(C=CC=C1)C1=C(C=C(C=C1C(C)C)C(C)C)C(C)C)C1CCCCC1 (2-dicyclohexylphosphino-2′,4′,6′-triisopropyl biphenyl), NC1=C(C(=O)OC(C)(C)C)C=CC(=C1)C1=CC(=CC=C1)Cl (tert-butyl 2-amino-4-(3-chlorophenyl)benzoate), C([O-])([O-])=O.[Cs+].[Cs+] (cesium carbonate), C(CC(O)(C(=O)O)CC(=O)O)(=O)O (citric acid). Reagents/catalysts: C=1C=CC(=CC1)/C=C/C(=O)/C=C/C2=CC=CC=C2.C=1C=CC(=CC1)/C=C/C(=O)/C=C/C2=CC=CC=C2.C=1C=CC(=CC1)/C=C/C(=O)/C=C/C2=CC=CC=C2.[Pd].[Pd] (tris(dibenzylideneacetone)dipalladium(0)), C(C)(=O)[O-].[Pd+2].C(C)(=O)[O-] (palladium acetate), C=1C=CC(=CC1)/C=C/C(=O)/C=C/C2=CC=CC=C2.C=1C=CC(=CC1)/C=C/C(=O)/C=C/C2=CC=CC=C2.C=1C=CC(=CC1)/C=C/C(=O)/C=C/C2=CC=CC=C2.[Pd].[Pd] (tris(dibenzylideneacetone)dipalladium(0)), C(C)(=O)[O-].[Pd+2].C(C)(=O)[O-] (palladium acetate). Run in C1(=CC=CC=C1)C (toluene), C(C)(=O)OCC (ethyl acetate). Reaction conditions: temperature 110 celsius, time 24 hour. The product is S1C=CC2=C1C=CC(=C2)NC2=C(C(=O)OC(C)(C)C)C=CC(=C2)C2=CC(=CC=C2)Cl (tert-butyl 2-((benzothiophen-5-yl)amino)-4-(3-chlorophenyl)benzoate). RXN SMILES: [NH2:1][C:2]1[CH:14]=[C:13]([C:15]2[CH:20]=[CH:19][CH:18]=[C:17]([Cl:21])[CH:16]=2)[CH:12]=[CH:11][C:3]=1[C:4]([O:6][C:7]([CH3:10])([CH3:9])[CH3:8])=[O:5].C(=O)([O-])[O-].[Cs+].[Cs+].Br[C:29]1[CH:30]=[CH:31][C:32]2[S:36][CH:35]=[CH:34][C:33]=2[CH:37]=1.C1(P(C2CCCCC2)C2C=CC=CC=2C2C(C(C)C)=CC(C(C)C)=CC=2C(C)C)CCCCC1.C(O)(=O)CC(CC(O)=O)(C(O)=O)O>C1C=CC(/C=C/C(/C=C/C2C=CC=CC=2)=O)=CC=1.C1C=CC(/C=C/C(/C=C/C2C=CC=CC=2)=O)=CC=1.C1C=CC(/C=C/C(/C=C/C2C=CC=CC=2)=O)=CC=1.[Pd].[Pd].C([O-])(=O)C.[Pd+2].C([O-])(=O)C.C(OCC)(=O)C.C1(C)C=CC=CC=1>[S:36]1[C:32]2[CH:31]=[CH:30][C:29]([NH:1][C:2]3[CH:14]=[C:13]([C:15]4[CH:20]=[CH:19][CH:18]=[C:17]([Cl:21])[CH:16]=4)[CH:12]=[CH:11][C:3]=3[C:4]([O:6][C:7]([CH3:9])([CH3:10])[CH3:8])=[O:5])=[CH:37][C:33]=2[CH:34]=[CH:35]1 |f:1.2.3,7.8.9.10.11,12.13.14|. Procedure: To toluene 3.0 mL suspension of tert-butyl 2-amino-4-(3-chlorophenyl)benzoate 0.12 g and cesium carbonate 0.32 g were added 5-bromobenzothiophene 0.17 g, 2-dicyclohexylphosphino-2′,4′,6′-triisopropylbiphenyl 9.4 mg, tris(dibenzylideneacetone)dipalladium(0) 3.6 mg and palladium acetate 1.8 mg at room temperature, and it was stirred at 110° C. for 24 hours. After the reaction mixture was cooled to room temperature, 2-dicyclohexylphosphino-2′,4′,6′-triisopropyl biphenyl 9.4 mg, tris(dibenzylideneac... The reactants are CCN(C(C)C)C(C)C, ClC(Cl)Cl, COc1cc2nccc(Oc3ccc(N)cc3Cl)c2cc1OC, O=C(OC(Cl)(Cl)Cl)OC(Cl)(Cl)Cl, CCc1nnc(N)s1, O. Yields the product CCc1nnc(NC(=O)Nc2ccc(Oc3ccnc4cc(OC)c(OC)cc34)c(Cl)c2)s1. Reaction SMILES: [CH:24]([N:25]([CH:26]([CH3:27])[CH3:28])[CH2:29][CH3:30])([CH3:31])[CH3:32].[CH:53]([Cl:54])([Cl:55])[Cl:56].[Cl:1][c:2]1[cH:3][c:4]([NH2:5])[cH:6][cH:7][c:8]1[O:9][c:10]1[cH:11][cH:12][n:13][c:14]2[cH:15][c:16]([O:22][CH3:23])[c:17]([O:20][CH3:21])[cH:18][c:19]12.[Cl:33][C:34]([Cl:35])([O:36][C:37]([O:38][C:39]([Cl:40])([Cl:41])[Cl:42])=[O:43])[Cl:44].[NH2:45][c:46]1[s:47][c:48]([CH2:51][CH3:52])[n:49][n:50]1.[OH2:57]>>[Cl:1][c:2]1[cH:3][c:4]([NH:5][C:37](=[O:43])[NH:45][c:46]2[s:47][c:48]([CH2:51][CH3:52])[n:49][n:50]2)[cH:6][cH:7][c:8]1[O:9][c:10]1[cH:11][cH:12][n:13][c:14]2[cH:15][c:16]([O:22][CH3:23])[c:17]([O:20][CH3:21])[cH:18][c:19]12. Reactants: C([O-])([O-])=O.[Zn+2] (zinc carbonate), NCC(=O)O (glycine), C(=O)=O (CO2). Yields the product NCC(=O)[O-].[Zn+2].NCC(=O)[O-] (zinc glycinate). Reaction SMILES: C(=O)([O-])[O-].[Zn+2:5].[NH2:6][CH2:7][C:8]([OH:10])=[O:9].C(=O)=O>>[NH2:6][CH2:7][C:8]([O-:10])=[O:9].[Zn+2:5].[NH2:6][CH2:7][C:8]([O-:10])=[O:9] |f:0.1,4.5.6|. Reported procedure: In this method, the zinc carbonate is added to an aqueous solution of glycine. The CO2 is liberated and the solution is evaporated to dryness or spray dried to obtain white crystals of zinc glycinate. This method does not require the addition of a precipitating agent such as ethanol or sodium hydroxide as in the first two methods explained above, rendering it a more commercially viable method (less costly and more direct). Product: C(\C=C/C(=O)[O-])(=O)OC.[Li+] (LITHIUM METHYL MALEATE). Reaction SMILES: [C:1]1(=[O:7])[O:6][C:4](=[O:5])[CH:3]=[CH:2]1.[OH-].[Li+:9].C[C:11](C)=[O:12]>CO>[C:4]([O:12][CH3:11])(=[O:5])/[CH:3]=[CH:2]\[C:1]([O-:6])=[O:7].[Li+:9] |f:1.2,5.6|. The reactants are CC(=O)C (acetone), C1(\C=C/C(=O)O1)=O (maleic anhydride), [OH-].[Li+] (lithium hydroxide), [OH-].[Li+] (lithium hydroxide). Solvent: CO (methanol). Procedure details: Twenty grams of maleic anhydride is dissolved in 200 mls methanol, 4.8 grams (0.2 moles) lithium hydroxide is added. The mixture is stirred until all the lithium hydroxide dissolves (at this point the pH reads 7.0). To the solution is added acetone and the solid is filtered and dried. 23 grams product is obtained. The reactants are CN=C=O (methylisocyanate), NC1=NN=NN1 (5-Aminotetrazole), O (water). Run in CN(C)C=O (DMF). Conditions: temperature 100 celsius. Yields the product CNC(NC1=NN=NN1)=O (N'-Methyl-N-(Tetrazol-5-yl) Urea). Yield: 89.8%. RXN SMILES: [NH2:1][C:2]1[NH:6][N:5]=[N:4][N:3]=1.[CH3:7][N:8]=[C:9]=[O:10].O>CN(C=O)C>[CH3:7][NH:8][C:9](=[O:10])[NH:1][C:2]1[NH:6][N:5]=[N:4][N:3]=1. Procedure: 5-Aminotetrazole (5.5 g, 0.065 mole) was dissolved in 75 ml of DMF. On the addition of methylisocyanate (5 g) the temperature began to slowly rise to 40°C. with the formation of a white solid. The solution was heated for 90 minutes at 100°C. and on cooling, poured into cold water. The resulting white solid was filtered, water washed and dried to give 8.3 g of product which softened at 264°-267° C. but was not melted completely at 305°C.